From a dataset of the Open Reaction Database (ORD), a public repository of structured organic reaction records. describe an organic reaction: reactants, conditions, products, and yield The reactants are CC(Br)C(=O)O, ClCCl, FC(F)(F)c1ccc(N2CCNCC2)nc1. Yields the product CC(C(=O)O)N1CCN(c2ccc(C(F)(F)F)cn2)CC1. Reaction SMILES: [Br:17][CH:18]([C:19](=[O:20])[OH:21])[CH3:22].[Cl:23][CH2:24][Cl:25].[F:1][C:2]([c:3]1[cH:4][cH:5][c:6]([N:9]2[CH2:10][CH2:11][NH:12][CH2:13][CH2:14]2)[n:7][cH:8]1)([F:15])[F:16]>>[F:1][C:2]([c:3]1[cH:4][cH:5][c:6]([N:9]2[CH2:10][CH2:11][N:12]([CH:18]([C:19](=[O:20])[OH:21])[CH3:22])[CH2:13][CH2:14]2)[n:7][cH:8]1)([F:15])[F:16].